This data is from the Open Reaction Database (ORD), a public repository of structured organic reaction records. The task is: describe an organic reaction: reactants, conditions, products, and yield Reactants: FC1=C(C=CC(=C1)F)C1(OCC(O1)COC1=CC=C(C=C1)N1CCN(CC1)C1=CC=C(C=C1)N1C=NN(C1=O)C1=C(C[C@H](NC(CC)C)C(=O)O)C=CC=C1)CN1N=CN=C1 (2-[4-[4-[4-[4-[[2-(2,4-difluorophenyl)-2-(1H-1,2,4-triazol-1-ylmethyl)-1,3-dioxolan-4-yl]methoxy]-phenyl]-1-piperazinyl]-phenyl]-4,5-dihydro-5-oxo-1H-1,2,4-triazol-1-yl]-1-methylpropyl L-phenylalanine), C(\C=C/C(=O)O)(=O)O ((Z)-2-butenedioic acid). Solvent: CC(C)=O (2-propanone), CC(C)=O (2-propanone). Conditions: time 16 hour. The product is C(\C=C/C(=O)O)(=O)O.CC(CC)N[C@@H](CC1=CC=CC=C1)C(=O)O (1-methylpropyl L-phenylalanine (Z)-2-butenedioate). Reaction SMILES: FC1C=C(F)C=CC=1C1(CN2C=NC=N2)OC(COC2C=CC(N3CCN(C4C=CC(N5C(=O)N([C:40]6[CH:55]=[CH:54][CH:53]=[CH:52][C:41]=6[CH2:42][C@@H:43]([C:49]([OH:51])=[O:50])[NH:44][CH:45]([CH3:48])[CH2:46][CH3:47])N=C5)=CC=4)CC3)=CC=2)CO1.[C:62]([OH:69])(=[O:68])/[CH:63]=[CH:64]\[C:65]([OH:67])=[O:66]>CC(=O)C>[C:62]([OH:69])(=[O:68])/[CH:63]=[CH:64]\[C:65]([OH:67])=[O:66].[CH3:48][CH:45]([NH:44][C@H:43]([C:49]([OH:51])=[O:50])[CH2:42][C:41]1[CH:52]=[CH:53][CH:54]=[CH:55][CH:40]=1)[CH2:46][CH3:47] |f:3.4|. Procedure: Compound 23 (0.00359 mol) was dissolved in 2-propanone (25 ml). A solution of (Z)-2-butenedioic acid (0.00359 mol) in 2-propanone (5 ml) was added. The mixture was stirred for 16 hours. The precipitate was filtered off, washed with 2-propanone (2.5 ml), and dried, yielding 3.12 g [2S-[2α,4α[(R*,R*)]]]-2-[4-[4-[4-[-difluorophenyl)-2-(1H-1,2,4-triazol-1-ylmethyl)-1,3-dioxolan-4-yl]methoxy]-phenyl]-1-piperazinyl]-phenyl]-4,5-dihydro-5-oxo-1H-1,2,4-triazol-1-yl]-1-methylpropyl L-phenylalanine (Z)-2-... Starting materials: OC1=C(C(=O)OC)C=C(C(=C1)O)C(C)C (methyl 2,4-dihydroxy-5-isopropylbenzoate), C([O-])([O-])=O.[K+].[K+] (potassium carbonate), C(C)#N (acetonitrile), COCCl (chloromethyl methyl ether), C([O-])([O-])=O.[K+].[K+] (potassium carbonate), COCCl (chloromethyl methyl ether). Reaction conditions: time 4 day. Yields the product COCOC1=C(C(=O)OC)C=C(C(=C1)OCOC)C(C)C (methyl 2,4-bis-(methoxymethyloxy)-5-isopropylbenzoate). Yield: 97.0%. As a reaction SMILES: [OH:1][C:2]1[CH:11]=[C:10]([OH:12])[C:9]([CH:13]([CH3:15])[CH3:14])=[CH:8][C:3]=1[C:4]([O:6][CH3:7])=[O:5].[C:16](=[O:19])([O-])[O-].[K+].[K+].[CH3:22][O:23][CH2:24]Cl.[C:26](#N)C>>[CH3:22][O:23][CH2:24][O:1][C:2]1[CH:11]=[C:10]([O:12][CH2:26][O:19][CH3:16])[C:9]([CH:13]([CH3:15])[CH3:14])=[CH:8][C:3]=1[C:4]([O:6][CH3:7])=[O:5] |f:1.2.3|. Procedure: A mixture of methyl 2,4-dihydroxy-5-isopropylbenzoate (420 mg, 2.0 mmol) and anhydrous potassium carbonate (332 mg, 2.4 mmol) in acetonitrile (12 ml) was treated with chloromethyl methyl ether (0.16 ml, 2.1 mmol) and the mixture was stirred at room temperature for 16 hours whereupon further anhydrous potassium carbonate (1.38 g, 10.0 mmol) and chloromethyl methyl ether (0.76 ml, 10.0 mmol) were added and the mixture was stirred and held at 50° C. for a further 4 days. Upon cooling to room temper... Starting materials: CN(C)C=O, CCN(C(C)C)C(C)C, O=C=Nc1ccccc1F, CC(C)c1nc2c(C(=O)NCC3CCN(CC4CCNCC4)CC3)cccc2[nH]1. Yields the product CC(C)c1nc2c(C(=O)NCC3CCN(CC4CCN(C(=O)Nc5ccccc5F)CC4)CC3)cccc2[nH]1. As a reaction SMILES: [CH3:49][N:50]([CH3:51])[CH:52]=[O:53].[CH:30]([N:31]([CH2:32][CH3:33])[CH:34]([CH3:35])[CH3:36])([CH3:37])[CH3:38].[F:39][c:40]1[c:41]([N:46]=[C:47]=[O:48])[cH:42][cH:43][cH:44][cH:45]1.[NH:1]1[CH2:2][CH2:3][CH:4]([CH2:7][N:8]2[CH2:9][CH2:10][CH:11]([CH2:14][NH:15][C:16](=[O:17])[c:18]3[cH:19][cH:20][cH:21][c:22]4[nH:23][c:24]([CH:27]([CH3:28])[CH3:29])[n:25][c:26]34)[CH2:12][CH2:13]2)[CH2:5][CH2:6]1>>[N:1]1([C:47]([NH:46][c:41]2[c:40]([F:39])[cH:45][cH:44][cH:43][cH:42]2)=[O:48])[CH2:2][CH2:3][CH:4]([CH2:7][N:8]2[CH2:9][CH2:10][CH:11]([CH2:14][NH:15][C:16](=[O:17])[c:18]3[cH:19][cH:20][cH:21][c:22]4[nH:23][c:24]([CH:27]([CH3:28])[CH3:29])[n:25][c:26]34)[CH2:12][CH2:13]2)[CH2:5][CH2:6]1. Reported procedure: Under hydrogen gas atmosphere, a mixture of 3-(2-methyl-2H-indazol-4-yl)prop-2-yn-1-ol (50.0 mg, 0.269 mmol) and 5% palladium-calcium carbonate (lead poisoned, Lindlar catalyst, 5 mg) in methanol (3 mL) was stirred at −10° C. for 90 min, and filtered. The solvent was evaporated under reduced pressure. The residue was washed with diisopropyl ether to give the title compound (41.6 mg, yield 82%). Isolated yield 82.2%. Reaction conditions: temperature -10 celsius, time 90 minute. RXN SMILES: [CH3:1][N:2]1[CH:10]=[C:9]2[C:4]([CH:5]=[CH:6][CH:7]=[C:8]2[C:11]#[C:12][CH2:13][OH:14])=[N:3]1>CO.C(=O)([O-])[O-].[Ca+2].[Pd+2].C(=O)([O-])[O-]>[CH3:1][N:2]1[CH:10]=[C:9]2[C:4]([CH:5]=[CH:6][CH:7]=[C:8]2/[CH:11]=[CH:12]\[CH2:13][OH:14])=[N:3]1 |f:2.3.4.5|. Product: CN1N=C2C=CC=C(C2=C1)\C=C/CO ((2Z)-3-(2-methyl-2H-indazol-4-yl)prop-2-en-1-ol). The reagents and catalysts are C([O-])([O-])=O.[Ca+2].[Pd+2].C([O-])([O-])=O (palladium-calcium carbonate). Run in CO (methanol). The reactants are CN1N=C2C=CC=C(C2=C1)C#CCO (3-(2-methyl-2H-indazol-4-yl)prop-2-yn-1-ol). The reactants are FC1=C(C(=O)O)C=CC(=C1)Cl (2-fluoro-4-chlorobenzoic acid), polyphosphoric acid, C[N+](=O)[O-] (CH3NO2), [OH-].[Na+] (sodium hydroxide). Reaction conditions: time 2.5 hour. The product is FC1=C(N)C=CC(=C1)Cl (2-fluoro-4-chloroaniline). RXN SMILES: [F:1][C:2]1[CH:10]=[C:9]([Cl:11])[CH:8]=[CH:7][C:3]=1C(O)=O.[OH-].[Na+].C[N+:15]([O-])=O>>[F:1][C:2]1[CH:10]=[C:9]([Cl:11])[CH:8]=[CH:7][C:3]=1[NH2:15] |f:1.2|. Procedure: A mixture of 2-fluoro-4-chlorobenzoic acid (6.05 g), polyphosphoric acid (62.51 g) and CH3NO2 (5.1 g) is heated at 130°. After about 2.5 hr, the reaction mixture is poured onto ice and made basic by addition of dilute sodium hydroxide. The reaction is then worked up by extracting with ether. The combined ether extracts are washed with water and brine, dried over sodium sulfate, filtered and evaporated to yield 2-fluoro-4-chloroaniline. The reactants are CC1CN(Cc2ccccc2)CC(C)N1, CCCCN(CCCC)CCCC, Cc1ccccc1, CCOC(C)=O, Clc1nccnc1Cl, c1ccc(Oc2ccccc2)cc1. The product is CC1CN(Cc2ccccc2)CC(C)N1c1nccnc1Cl. RXN SMILES: [CH2:9]([c:10]1[cH:11][cH:12][cH:13][cH:14][cH:15]1)[N:16]1[CH2:17][CH:18]([CH3:23])[NH:19][CH:20]([CH3:22])[CH2:21]1.[CH3:24][CH2:25][CH2:26][CH2:27][N:28]([CH2:29][CH2:30][CH2:31][CH3:32])[CH2:33][CH2:34][CH2:35][CH3:36].[CH3:50][c:51]1[cH:52][cH:53][cH:54][cH:55][cH:56]1.[CH3:57][CH2:58][O:59][C:60]([CH3:61])=[O:62].[Cl:1][c:2]1[n:3][cH:4][cH:5][n:6][c:7]1[Cl:8].[O:37]([c:38]1[cH:39][cH:40][cH:41][cH:42][cH:43]1)[c:44]1[cH:45][cH:46][cH:47][cH:48][cH:49]1>>[c:2]1([N:19]2[CH:18]([CH3:23])[CH2:17][N:16]([CH2:9][c:10]3[cH:11][cH:12][cH:13][cH:14][cH:15]3)[CH2:21][CH:20]2[CH3:22])[n:3][cH:4][cH:5][n:6][c:7]1[Cl:8].